From a dataset of the Open Reaction Database (ORD), a public repository of structured organic reaction records. describe an organic reaction: reactants, conditions, products, and yield The reactants are C(C)(=O)C1=CC(=CS1)C=1C=C2C(=CNC2=C(C1)C(=O)N)C1CCN(CC1)S(=O)(=O)CC (5-(5-acetyl-3-thienyl)-3-[1-(ethylsulfonyl)-4-piperidinyl]-1H-indole-7-carboxamide), C(#N)[BH3-].[Na+] (sodium cyanoborohydride), N1CCCC1 (pyrrolidine). Product: C(C)S(=O)(=O)N1CCC(CC1)C1=CNC2=C(C=C(C=C12)C1=CSC(=C1)[C@H](C)N1CCCC1)C(=O)N (3-[1-(ethylsulfonyl)-4-piperidinyl]-5-{5-[(1S)-1-(1-pyrrolidinyl)ethyl]-3-thienyl}-1H-indole-7-carboxamide). RXN SMILES: [C:1]([C:4]1[S:8][CH:7]=[C:6]([C:9]2[CH:10]=[C:11]3[C:15](=[C:16]([C:18]([NH2:20])=[O:19])[CH:17]=2)[NH:14][CH:13]=[C:12]3[CH:21]2[CH2:26][CH2:25][N:24]([S:27]([CH2:30][CH3:31])(=[O:29])=[O:28])[CH2:23][CH2:22]2)[CH:5]=1)(=O)[CH3:2].C([BH3-])#N.[Na+].[NH:36]1[CH2:40][CH2:39][CH2:38][CH2:37]1>>[CH2:30]([S:27]([N:24]1[CH2:23][CH2:22][CH:21]([C:12]2[C:11]3[C:15](=[C:16]([C:18]([NH2:20])=[O:19])[CH:17]=[C:9]([C:6]4[CH:5]=[C:4]([C@@H:1]([N:36]5[CH2:40][CH2:39][CH2:38][CH2:37]5)[CH3:2])[S:8][CH:7]=4)[CH:10]=3)[NH:14][CH:13]=2)[CH2:26][CH2:25]1)(=[O:29])=[O:28])[CH3:31] |f:1.2|. Procedure: To 5-(5-acetyl-3-thienyl)-3-[1-(ethylsulfonyl)-4-piperidinyl]-1H-indole-7-carboxamide (10 mg, 0.02 mmol) was added sodium cyanoborohydride (7.5 mg, 0.12 mmol) and pyrrolidine (0.03 mL, 0.30 mmol). The resulting mixture was reacted in a microwave for 40 min at 150° C. All the solvent was evaporated and the crude product was partitioned between ethyl acetate (1.5 mL) and 1 M sodium hydroxide (0.2 mL). The reaction was purified by SFC to give the title compound as 100% chirally pure. Starting materials: ketone, CS(=O)(=O)Cl (methanesulfonyl chloride), thiophene-2-carboxyaldehyde, S1C(=CC=C1)C(C1=CC=CC=C1)(O)C(=O)C(C1=CC=CC=C1)(C=1SC=CC1)O (2-thienyl-α-hydroxybenzyl ketone), ester, N1C(NCCCC1)=S (hexahydro-2H-1,3-diazepine-2-thione), methanesulfonate ester, [C-]#N.[K+] (potassium cyanide), C(C1=CC=CC=C1)=O (benzaldehyde). Solvent: CC(=O)C (acetone), C(C)O (ethanol). Run at time 48 hour. Yields the product CS(=O)(=O)OC1(C(SC=2N1CCCCN2)C2=CC=CC=C2)C=2SC=CC2 (2,3,5,6,7,8-Hexahydro-2-phenyl-3-(2-thienyl)thiazolo-[3,2-a][1,3]diazepin-3-ol methanesulfonate). As a reaction SMILES: [C-]#N.[K+].C(=O)C1C=CC=CC=1.S1C=CC=C1[C:17]([C:25]([C:27]([OH:39])([C:34]1[S:35][CH:36]=[CH:37][CH:38]=1)C1C=CC=CC=1)=O)(O)[C:18]1[CH:23]=[CH:22][CH:21]=[CH:20]C=1.[CH3:40][S:41](Cl)(=[O:43])=[O:42].[NH:45]1[CH2:51][CH2:50][CH2:49][CH2:48][NH:47][C:46]1=[S:52]>CC(C)=O.C(O)C>[CH3:40][S:41]([O:39][C:27]1([C:34]2[S:35][CH:36]=[CH:37][CH:38]=2)[N:47]2[CH2:48][CH2:49][CH2:50][CH2:51][N:45]=[C:46]2[S:52][CH:25]1[C:17]1[CH:18]=[CH:23][CH:22]=[CH:21][CH:20]=1)(=[O:43])=[O:42] |f:0.1|. Procedure details: A mixture of 9.2 ml. of thiophene-2-carboxyaldehyde, 8 g. of potassium cyanide and 10.1 ml. of benzaldehyde in 100 ml. of 65% ethanol is reacted as described in Example 20, giving 6.2 g. of 2-thienyl-α-hydroxybenzyl ketone. A 4.36 g. portion of this ketone is reacted with methanesulfonyl chloride as described in Example 20, giving 3.2 g. of the methanesulfonate ester. A 2.64 g. portion of this ester and 1.30 g. of hexahydro-2H-1,3-diazepine-2-thione in 100 ml. of acetone are allowed to stand 48 ... The reactants are FC(CN=C(NC1=NC(=NC=C1)SCCCNC(SC)=NC#N)N)(F)F (4-[2-(2,2,2-trifluoroethyl)guanidino]-2-[3-(3-cyano-2-methylisothioureido)propylthio]pyrimidine), C(C)N(CCN)CC (N,N-diethylethylenediamine). The solvent is CO (methanol). Product: FC(CN=C(NC1=NC(=NC=C1)SCCCNC(=NC#N)NCCN(CC)CC)N)(F)F (4-[2-(2,2,2-trifluoroethyl)guanidino]-2-[3-(2-cyano-3-[2-diethylaminoethyl]guanidino)propylthio]pyrimidine). Reaction SMILES: [F:1][C:2]([F:26])([F:25])[CH2:3][N:4]=[C:5]([NH2:24])[NH:6][C:7]1[CH:12]=[CH:11][N:10]=[C:9]([S:13][CH2:14][CH2:15][CH2:16][NH:17][C:18](=[N:21][C:22]#[N:23])SC)[N:8]=1.[CH2:27]([N:29]([CH2:33][CH3:34])[CH2:30][CH2:31][NH2:32])[CH3:28]>CO>[F:1][C:2]([F:26])([F:25])[CH2:3][N:4]=[C:5]([NH2:24])[NH:6][C:7]1[CH:12]=[CH:11][N:10]=[C:9]([S:13][CH2:14][CH2:15][CH2:16][NH:17][C:18]([NH:32][CH2:31][CH2:30][N:29]([CH2:33][CH3:34])[CH2:27][CH3:28])=[N:21][C:22]#[N:23])[N:8]=1. Reported procedure: A mixture of 4-[2-(2,2,2-trifluoroethyl)guanidino]-2-[3-(3-cyano-2-methylisothioureido)propylthio]pyrimidine (0.2 g.), N,N-diethylethylenediamine (0.5 ml.) and methanol (2 ml.) was heated under reflux for 24 hours and then evaporated to dryness. Water was added to the residue, the mixture extracted with ethyl acetate and the ethyl acetate extract dried and evaporated to dryness. The residue was purified by preparative thin layer chromatography using ethyl acetate/methanol/ammonia 6:1:0.5 v/v/v a... Product: Cc1cnc(NC(=O)CCC2CC(=O)C3(C)CCC4c5ccc(C(N)=O)cc5CCC4C23)s1. Starting materials: Cc1cnc(NC(=O)CCC2CC(=O)C3(C)CCC4c5ccc(C(=O)O)cc5CCC4C23)s1, CN1CCOCC1, ClCCl, N, Oc1cccc2[nH]nnc12. As a reaction SMILES: [CH3:1][c:2]1[cH:3][n:4][c:5]([NH:7][C:8]([CH2:9][CH2:10][CH:11]2[CH2:12][C:13](=[O:32])[C:14]3([CH3:15])[CH:16]2[CH:17]2[CH2:18][CH2:19][c:20]4[cH:21][c:22]([C:29](=[O:30])[OH:31])[cH:23][cH:24][c:25]4[CH:26]2[CH2:27][CH2:28]3)=[O:33])[s:6]1.[CH3:35][N:36]1[CH2:37][CH2:38][O:39][CH2:40][CH2:41]1.[Cl:52][CH2:53][Cl:54].[NH3:34].[OH:42][c:43]1[c:44]2[n:45][n:46][nH:47][c:48]2[cH:49][cH:50][cH:51]1>>[CH3:1][c:2]1[cH:3][n:4][c:5]([NH:7][C:8]([CH2:9][CH2:10][CH:11]2[CH2:12][C:13](=[O:32])[C:14]3([CH3:15])[CH:16]2[CH:17]2[CH2:18][CH2:19][c:20]4[cH:21][c:22]([C:29](=[O:30])[NH2:36])[cH:23][cH:24][c:25]4[CH:26]2[CH2:27][CH2:28]3)=[O:33])[s:6]1.